From a dataset of the Open Reaction Database (ORD), a public repository of structured organic reaction records. describe an organic reaction: reactants, conditions, products, and yield The reactants are O=C(c1ncc[nH]1)c1ncc[nH]1, CN(C)C=O, CCOC(C)=O, CC(C)(C)OC(=O)N1CCC(NCCc2ccccc2N)CC1. Product: CC(C)(C)OC(=O)N1CCC(N2CCc3ccccc3NC2=O)CC1. RXN SMILES: [C:1](=[O:2])([c:3]1[nH:4][cH:5][cH:6][n:7]1)[c:8]1[nH:9][cH:10][cH:11][n:12]1.[CH3:36][N:37]([CH3:38])[CH:39]=[O:40].[CH3:41][CH2:42][O:43][C:44](=[O:45])[CH3:46].[NH2:13][c:14]1[c:15]([CH2:20][CH2:21][NH:22][CH:23]2[CH2:24][CH2:25][N:26]([C:29](=[O:30])[O:31][C:32]([CH3:33])([CH3:34])[CH3:35])[CH2:27][CH2:28]2)[cH:16][cH:17][cH:18][cH:19]1>>[C:1]1(=[O:2])[NH:13][c:14]2[c:15]([cH:16][cH:17][cH:18][cH:19]2)[CH2:20][CH2:21][N:22]1[CH:23]1[CH2:24][CH2:25][N:26]([C:29](=[O:30])[O:31][C:32]([CH3:33])([CH3:34])[CH3:35])[CH2:27][CH2:28]1. Starting materials: CC(=O)OC1CSC(Oc2cncc(Br)c2)C(OC(C)=O)C1OC(C)=O, Cc1cc(F)ccc1B(O)O. Yields the product CC(=O)OC1CSC(Oc2cncc(-c3ccc(F)cc3C)c2)C(OC(C)=O)C1OC(C)=O. RXN SMILES: [C:1]([CH3:2])(=[O:3])[O:4][CH:5]1[CH:6]([O:7][c:8]2[cH:9][n:10][cH:11][c:12]([Br:14])[cH:13]2)[S:15][CH2:16][CH:17]([O:23][C:24]([CH3:25])=[O:26])[CH:18]1[O:19][C:20]([CH3:21])=[O:22].[F:27][c:28]1[cH:29][c:30]([CH3:37])[c:31]([B:34]([OH:35])[OH:36])[cH:32][cH:33]1>>[C:1]([CH3:2])(=[O:3])[O:4][CH:5]1[CH:6]([O:7][c:8]2[cH:9][n:10][cH:11][c:12](-[c:31]3[c:30]([CH3:37])[cH:29][c:28]([F:27])[cH:33][cH:32]3)[cH:13]2)[S:15][CH2:16][CH:17]([O:23][C:24]([CH3:25])=[O:26])[CH:18]1[O:19][C:20]([CH3:21])=[O:22]. Reactants: COC(=O)c1ccc2c(C3CCCCC3)c3n(c2c1)CC(N(C)C(=O)CCNC(=O)OC(C)(C)C)COc1ccccc1-3, ClCCl, O=C(O)C(F)(F)F. Yields the product COC(=O)c1ccc2c(C3CCCCC3)c3n(c2c1)CC(N(C)C(=O)CCN)COc1ccccc1-3. RXN SMILES: [CH3:1][O:2][C:3](=[O:4])[c:5]1[cH:6][cH:7][c:8]2[c:9]([CH:38]3[CH2:39][CH2:40][CH2:41][CH2:42][CH2:43]3)[c:10]3[n:11]([c:36]2[cH:37]1)[CH2:12][CH:13]([N:22]([CH3:23])[C:24]([CH2:25][CH2:26][NH:27][C:28]([O:29][C:30]([CH3:31])([CH3:32])[CH3:33])=[O:34])=[O:35])[CH2:14][O:15][c:16]1[c:17]-3[cH:18][cH:19][cH:20][cH:21]1.[Cl:51][CH2:52][Cl:53].[F:44][C:45]([F:46])([F:47])[C:48]([OH:49])=[O:50]>>[CH3:1][O:2][C:3](=[O:4])[c:5]1[cH:6][cH:7][c:8]2[c:9]([CH:38]3[CH2:39][CH2:40][CH2:41][CH2:42][CH2:43]3)[c:10]3[n:11]([c:36]2[cH:37]1)[CH2:12][CH:13]([N:22]([CH3:23])[C:24]([CH2:25][CH2:26][NH2:27])=[O:35])[CH2:14][O:15][c:16]1[c:17]-3[cH:18][cH:19][cH:20][cH:21]1. Starting materials: COC1=C(C=CC(=C1)OC)C=CC(=O)C1=CC=C(C=C1)O (2,4-dimethoxy-4'-hydroxychalcone), C([O-])([O-])=O.[K+].[K+] (potassium carbonate), [I-].[Na+] (sodium iodide), COC1=C(C=CC(=C1)OC)C=CC(=O)C1=CC=C(C=C1)OCOC(C(C)(C)C)=O (2,4-dimethoxy-4'-pivaloyloxymethoxychalcone), C(C(C)(C)C)(=O)OCI (iodomethyl pivalate), ClCCC(C(=O)[O-])(C)C (chloromethylpivalate). Solvent: CC(=O)C (acetone). Reaction conditions: time 30 minute. Yields the product COC1=C(C=CC(=C1OC)OC)C=CC(=O)C1=CC=C(C=C1)OC(C(C)(C)C)=O (2,4-dimethoxy4'-pivaloyloxy-methoxychalcone). Isolated yield 60.0%. RXN SMILES: [CH3:1][O:2][C:3]1[CH:8]=[C:7]([O:9][CH3:10])[CH:6]=[CH:5][C:4]=1[CH:11]=[CH:12][C:13]([C:15]1[CH:20]=[CH:19]C(OCOC(=O)C(C)(C)C)=[CH:17][CH:16]=1)=[O:14].[C:30]([O:36][CH2:37]I)(=[O:35])[C:31]([CH3:34])([CH3:33])[CH3:32].ClCCC(C)(C)[C:43]([O-])=[O:44].[I-].[Na+].COC1C=C(OC)C=CC=1C=CC(C1C=CC(O)=CC=1)=O.C(=O)([O-])[O-].[K+].[K+]>CC(C)=O>[CH3:1][O:2][C:3]1[C:8]([O:44][CH3:43])=[C:7]([O:9][CH3:10])[CH:6]=[CH:5][C:4]=1[CH:11]=[CH:12][C:13]([C:15]1[CH:16]=[CH:17][C:37]([O:36][C:30](=[O:35])[C:31]([CH3:34])([CH3:33])[CH3:32])=[CH:19][CH:20]=1)=[O:14] |f:3.4,6.7.8|. Reported procedure: Preparation of 2,4-dimethoxy-4'-pivaloyloxymethoxychalcone ##STR44## An acetonic solution of iodomethyl pivalate was prepared by allowing 0.29 g (2.1 mmol) of chloromethylpivalate to react for 30 min with 0.15 g (5.7 mmol) of sodium iodide dissolved in 10 ml of dry acetone. The acetonic solution was decanted from the precipitated sodium chloride and added to a suspension of 0.57 g (2 mmol) of 2,4-dimethoxy-4'-hydroxychalcone and 0.5 g (3.7 mmol) of potassium carbonate, which had previously been ... Reactants: ClC1=NN=C(C2=CC=CC=C12)N1[C@@H](CN(CC1)C(=O)C1=CC=CC=C1)C ((R)-(4-(4-chlorophthalazin-1-yl)-3-methylpiperazin-1-yl)(phenyl)methanone), O1C(CCCC1)OCCC1=CC=C(C=C1)B(O)O (4-(2-(tetrahydro-2H-pyran-2-yloxy)ethyl)phenylboronic acid), C([O-])([O-])=O.[Na+].[Na+] (sodium carbonate). The reagents and catalysts are C=1C=CC(=CC1)/C=C/C(=O)/C=C/C2=CC=CC=C2.C=1C=CC(=CC1)/C=C/C(=O)/C=C/C2=CC=CC=C2.C=1C=CC(=CC1)/C=C/C(=O)/C=C/C2=CC=CC=C2.[Pd].[Pd] (tris(dibenzylideneacetone)dipalladium). Run in hexanes, C1(=CC=CC=C1)C (toluene), C(C)(=O)OCC (ethyl acetate). Run at temperature 100 celsius. The product is C[C@@H]1CN(CCN1C1=NN=C(C2=CC=CC=C12)C1=CC=C(C=C1)CCOC1OCCCC1)C(=O)C1=CC=CC=C1 (((R)-3-methyl-4-(4-(4-(2-(tetrahydro-2H-pyran-2-yloxy)ethyl)phenyl)phthalazin-1-yl)piperazin-1-yl)(phenyl)methanone). As a reaction SMILES: Cl[C:2]1[C:11]2[C:6](=[CH:7][CH:8]=[CH:9][CH:10]=2)[C:5]([N:12]2[CH2:17][CH2:16][N:15]([C:18]([C:20]3[CH:25]=[CH:24][CH:23]=[CH:22][CH:21]=3)=[O:19])[CH2:14][C@H:13]2[CH3:26])=[N:4][N:3]=1.[O:27]1[CH2:32][CH2:31][CH2:30][CH2:29][CH:28]1[O:33][CH2:34][CH2:35][C:36]1[CH:41]=[CH:40][C:39](B(O)O)=[CH:38][CH:37]=1.C(=O)([O-])[O-].[Na+].[Na+]>C1(C)C=CC=CC=1.C(OCC)(=O)C.C1C=CC(/C=C/C(/C=C/C2C=CC=CC=2)=O)=CC=1.C1C=CC(/C=C/C(/C=C/C2C=CC=CC=2)=O)=CC=1.C1C=CC(/C=C/C(/C=C/C2C=CC=CC=2)=O)=CC=1.[Pd].[Pd]>[CH3:26][C@H:13]1[N:12]([C:5]2[C:6]3[C:11](=[CH:10][CH:9]=[CH:8][CH:7]=3)[C:2]([C:39]3[CH:40]=[CH:41][C:36]([CH2:35][CH2:34][O:33][CH:28]4[CH2:29][CH2:30][CH2:31][CH2:32][O:27]4)=[CH:37][CH:38]=3)=[N:3][N:4]=2)[CH2:17][CH2:16][N:15]([C:18]([C:20]2[CH:25]=[CH:24][CH:23]=[CH:22][CH:21]=2)=[O:19])[CH2:14]1 |f:2.3.4,7.8.9.10.11|. Procedure details: (R)-(4-(4-chlorophthalazin-1-yl)-3-methylpiperazin-1-yl)(phenyl)methanone (JK-5) (200 mg, 0.545 mmol), 4-(2-(tetrahydro-2H-pyran-2-yloxy)ethyl)phenylboronic acid (136 mg, 0.545 mmol) and tetrakis(triphenylphosphine)palladium (0) (31.5 mg, 0.0273 mmol) were dissolved in toluene (4 mL) and aqueous sodium carbonate (2.0M, 0.400 mL) under an atmosphere of argon. The reaction was heated at 100° C. for 15 hours, cooled to rt, and taken up in ethyl acetate (80 mL). After washing with aqueous K2CO3 (10%...